This data is from the Open Reaction Database (ORD), a public repository of structured organic reaction records. The task is: describe an organic reaction: reactants, conditions, products, and yield Reactants: [BH4-], CCO, ClCCl, COc1ccc2nccc(C(O)CN3CCC(CN)C3)c2n1, [Na+], O=Cc1ccc2c(n1)NC(=O)CS2. Yields the product COc1ccc2nccc(C(O)CN3CCC(CNCc4ccc5c(n4)NC(=O)CS5)C3)c2n1. As a reaction SMILES: [BH4-:36].[CH3:41][CH2:42][OH:43].[Cl:38][CH2:39][Cl:40].[NH2:1][CH2:2][CH:3]1[CH2:4][N:5]([CH2:8][CH:9]([OH:10])[c:11]2[cH:12][cH:13][n:14][c:15]3[cH:16][cH:17][c:18]([O:21][CH3:22])[n:19][c:20]23)[CH2:6][CH2:7]1.[Na+:37].[O:23]=[C:24]1[NH:25][c:26]2[c:27]([cH:30][cH:31][c:32]([CH:34]=[O:35])[n:33]2)[S:28][CH2:29]1>>[NH:1]([CH2:2][CH:3]1[CH2:4][N:5]([CH2:8][CH:9]([OH:10])[c:11]2[cH:12][cH:13][n:14][c:15]3[cH:16][cH:17][c:18]([O:21][CH3:22])[n:19][c:20]23)[CH2:6][CH2:7]1)[CH2:34][c:32]1[cH:31][cH:30][c:27]2[c:26]([n:33]1)[NH:25][C:24](=[O:23])[CH2:29][S:28]2.